Dataset: the Open Reaction Database (ORD), a public repository of structured organic reaction records. Task: describe an organic reaction: reactants, conditions, products, and yield The reactants are C#CCCCO, [I-], FC(F)(F)c1ccc(I)cc1, c1ccc(P(c2ccccc2)(c2ccccc2)[Pd](P(c2ccccc2)(c2ccccc2)c2ccccc2)(P(c2ccccc2)(c2ccccc2)c2ccccc2)P(c2ccccc2)(c2ccccc2)c2ccccc2)cc1. Yields the product OCCCC#Cc1ccc(C(F)(F)F)cc1. RXN SMILES: [CH2:12]([CH2:13][CH2:14][C:15]#[CH:16])[OH:17].[I-:18].[I:1][c:2]1[cH:3][cH:4][c:5]([C:8]([F:9])([F:10])[F:11])[cH:6][cH:7]1.[cH:19]1[cH:20][cH:21][c:22]([P:23]([Pd:24]([P:25]([c:26]2[cH:27][cH:28][cH:29][cH:30][cH:31]2)([c:32]2[cH:33][cH:34][cH:35][cH:36][cH:37]2)[c:38]2[cH:39][cH:40][cH:41][cH:42][cH:43]2)([P:44]([c:45]2[cH:46][cH:47][cH:48][cH:49][cH:50]2)([c:51]2[cH:52][cH:53][cH:54][cH:55][cH:56]2)[c:57]2[cH:58][cH:59][cH:60][cH:61][cH:62]2)[P:63]([c:64]2[cH:65][cH:66][cH:67][cH:68][cH:69]2)([c:70]2[cH:71][cH:72][cH:73][cH:74][cH:75]2)[c:76]2[cH:77][cH:78][cH:79][cH:80][cH:81]2)([c:82]2[cH:83][cH:84][cH:85][cH:86][cH:87]2)[c:88]2[cH:89][cH:90][cH:91][cH:92][cH:93]2)[cH:94][cH:95]1>>[c:2]1([C:16]#[C:15][CH2:14][CH2:13][CH2:12][OH:17])[cH:3][cH:4][c:5]([C:8]([F:9])([F:10])[F:11])[cH:6][cH:7]1. Procedure details: 1.5 Grams (8.3 mmol) of the (S)-2-bromo-3-methylbutanoic acid is titrated with 8 ml of 1 M potassium hydroxide in methanol to a phenolphthalein endpoint. The solution is evaporated under high vacuum at 40° for 1 hour, and 0.51 g (2.33 mmol) of the resulting salt is heated together with 1.52 g (9.43 mmol) of 4-trifluoromethylaniline at 90°-95° under nitrogen for 1 hour. Heating is discontinued and the reaction worked up immediately by partition between ether/5% sodium hydroxide. The layers are se... Starting materials: resulting salt, FC(C1=CC=C(N)C=C1)(F)F (4-trifluoromethylaniline), Br[C@H](C(=O)O)C(C)C ((S)-2-bromo-3-methylbutanoic acid), [OH-].[K+] (potassium hydroxide), C=1C=CC2=C(C1)C(=O)OC2(C=3C=CC(=CC3)O)C=4C=CC(=CC4)O (phenolphthalein). Reaction SMILES: Br[C@@H:2]([CH:6]([CH3:8])[CH3:7])[C:3]([OH:5])=[O:4].[OH-].[K+].C1C=CC2C(C3C=CC(O)=CC=3)(C3C=CC(O)=CC=3)OC(=O)C=2C=1.[F:35][C:36]([F:45])([F:44])[C:37]1[CH:43]=[CH:42][C:40]([NH2:41])=[CH:39][CH:38]=1>CO>[F:35][C:36]([F:44])([F:45])[C:37]1[CH:38]=[CH:39][C:40]([NH:41][C@@H:2]([CH:6]([CH3:8])[CH3:7])[C:3]([OH:5])=[O:4])=[CH:42][CH:43]=1 |f:1.2|. Run in CO (methanol). Yields the product FC(C1=CC=C(C=C1)N[C@H](C(=O)O)C(C)C)(F)F ((S)-2-(4-trifluoromethylphenylamino)-3-methylbutanoic acid). Reactants: O=C1NC2=C(C3=CC=CC=C13)CC=1C(=CC=CC12)C(=O)O (5,6-dihydro-5-oxo-11-H-indeno[1,2-c]isoquinoline-10carboxylic acid), O=C1NC2=C(C3=CC=CC=C13)CC=1C=C(C=CC12)C(=O)OC (Methyl 5,6-dihydro-5-oxo-11-H-indeno[1,2-c]isoquinoline-9-carboxylate). Product: O=C1NC2=C(C3=CC=CC=C13)CC=1C=C(C=CC12)C(=O)O (5,6-dihydro-5-oxo-11-H-indeno[1,2-c]isoquinoline-9-carboxylic acid). As a reaction SMILES: O=C1C2C(=CC=CC=2)C2CC3C(C(O)=O)=CC=CC=3C=2N1.[O:22]=[C:23]1[C:32]2[C:27](=[CH:28][CH:29]=[CH:30][CH:31]=2)[C:26]2[CH2:33][C:34]3[CH:35]=[C:36]([C:40]([O:42]C)=[O:41])[CH:37]=[CH:38][C:39]=3[C:25]=2[NH:24]1>>[O:22]=[C:23]1[C:32]2[C:27](=[CH:28][CH:29]=[CH:30][CH:31]=2)[C:26]2[CH2:33][C:34]3[CH:35]=[C:36]([C:40]([OH:42])=[O:41])[CH:37]=[CH:38][C:39]=3[C:25]=2[NH:24]1. Reported procedure: The above compound was made according to the procedure for preparing 5,6-dihydro-5-oxo-11-H-indeno[1,2-c]isoquinoline-10-carboxylic acid (18b), but using Compound 18a in place of Compound 17a. 1H NMR (DMSO-d6): δ 12.34 (s, 1H); 8.24 (d, J=8.1 Hz, 1H); 8.20 (d, J=7.5 Hz 1H); 7.88 (d, J=7.8 Hz, 1H); 7.77 (m, 2H); 7.54 (d, J=7.8 Hz, 2H); 7.49 (d, J=8.1 Hz, 1H); 4.18 (s, 2H). The reactants are CCOCC, COc1ccc(CC2CCN(C(=O)C(=O)Nc3ccc4[nH]c(=O)oc4c3)CC2)cc1. The product is O=C(Nc1ccc2[nH]c(=O)oc2c1)C(=O)N1CCC(Cc2ccc(O)cc2)CC1. Reaction SMILES: [CH2:31]([O:32][CH2:33][CH3:34])[CH3:35].[CH3:1][O:2][c:3]1[cH:4][cH:5][c:6]([CH2:7][CH:8]2[CH2:9][CH2:10][N:11]([C:14]([C:15](=[O:16])[NH:17][c:18]3[cH:19][c:20]4[c:21]([nH:22][c:23](=[O:25])[o:24]4)[cH:26][cH:27]3)=[O:28])[CH2:12][CH2:13]2)[cH:29][cH:30]1>>[OH:2][c:3]1[cH:4][cH:5][c:6]([CH2:7][CH:8]2[CH2:9][CH2:10][N:11]([C:14]([C:15](=[O:16])[NH:17][c:18]3[cH:19][c:20]4[c:21]([nH:22][c:23](=[O:25])[o:24]4)[cH:26][cH:27]3)=[O:28])[CH2:12][CH2:13]2)[cH:29][cH:30]1. Starting materials: COc1cc([N+](=O)[O-])ccc1S(=O)(=O)Cl, CCOC(C)=O, CCOC(C)=O, CNC1(CC2CCCCC2)C(=O)Nc2ccc(Cl)cc21, ClCCl, ClCCl. Yields the product CNC1(CC2CCCCC2)C(=O)N(S(=O)(=O)c2ccc([N+](=O)[O-])cc2OC)c2ccc(Cl)cc21. RXN SMILES: [CH3:21][O:22][c:23]1[c:24]([S:32](=[O:33])(=[O:34])[Cl:35])[cH:25][cH:26][c:27]([N+:29](=[O:30])[O-:31])[cH:28]1.[CH3:42][CH2:43][O:44][C:45]([CH3:46])=[O:47].[CH3:48][CH2:49][O:50][C:51]([CH3:52])=[O:53].[Cl:1][c:2]1[cH:3][c:4]2[c:8]([cH:9][cH:10]1)[NH:7][C:6](=[O:11])[C:5]2([NH:12][CH3:13])[CH2:14][CH:15]1[CH2:16][CH2:17][CH2:18][CH2:19][CH2:20]1.[Cl:36][CH2:37][Cl:38].[Cl:39][CH2:40][Cl:41]>>[Cl:1][c:2]1[cH:3][c:4]2[c:8]([cH:9][cH:10]1)[N:7]([S:32]([c:24]1[c:23]([O:22][CH3:21])[cH:28][c:27]([N+:29](=[O:30])[O-:31])[cH:26][cH:25]1)(=[O:33])=[O:34])[C:6](=[O:11])[C:5]2([NH:12][CH3:13])[CH2:14][CH:15]1[CH2:16][CH2:17][CH2:18][CH2:19][CH2:20]1. Starting materials: Cc1c(-c2ccnn2-c2ccc(C#N)cc2)cc(C(=O)NCCCN2CCCC2)c(=O)n1-c1cccc(C(F)(F)F)c1, CI. Product: Cc1c(-c2ccnn2-c2ccc(C#N)cc2)cc(C(=O)NCCC[N+]2(C)CCCC2)c(=O)n1-c1cccc(C(F)(F)F)c1, [I-]. Reaction SMILES: [C:1](#[N:2])[c:3]1[cH:4][cH:5][c:6](-[n:9]2[n:10][cH:11][cH:12][c:13]2-[c:14]2[cH:15][c:16]([C:32](=[O:33])[NH:34][CH2:35][CH2:36][CH2:37][N:38]3[CH2:39][CH2:40][CH2:41][CH2:42]3)[c:17](=[O:31])[n:18](-[c:21]3[cH:22][c:23]([C:27]([F:28])([F:29])[F:30])[cH:24][cH:25][cH:26]3)[c:19]2[CH3:20])[cH:7][cH:8]1.[I:43][CH3:44]>>[C:1](#[N:2])[c:3]1[cH:4][cH:5][c:6](-[n:9]2[n:10][cH:11][cH:12][c:13]2-[c:14]2[cH:15][c:16]([C:32](=[O:33])[NH:34][CH2:35][CH2:36][CH2:37][N+:38]3([CH3:44])[CH2:39][CH2:40][CH2:41][CH2:42]3)[c:17](=[O:31])[n:18](-[c:21]3[cH:22][c:23]([C:27]([F:28])([F:29])[F:30])[cH:24][cH:25][cH:26]3)[c:19]2[CH3:20])[cH:7][cH:8]1.[I-:43]. The reactants are C(C)(C)N(CC)C(C)C (diisopropylethylamine), C(OC)COC (dimethoxyethane), NCC1=NC=CC=C1 (2-(aminomethyl)pyridine), ClCC(=O)N(CC)CC (2-chloro-N,N-diethylacetamide). The solvent is C(Cl)Cl (methylene chloride). Yields the product N1=C(C(=CC=C1)C(=O)N)C(=O)N (Pyridine diamide), pure product. Reaction SMILES: [NH2:1][CH2:2][C:3]1[CH:8]=[CH:7][CH:6]=[CH:5][N:4]=1.ClC[C:11]([N:13](CC)CC)=[O:12].C(N(C(C)C)CC)(C)C.C(COC)[O:28]C>C(Cl)Cl>[N:4]1[CH:5]=[CH:6][CH:7]=[C:8]([C:11]([NH2:13])=[O:12])[C:3]=1[C:2]([NH2:1])=[O:28]. Procedure details: Pyridine diamide 2 was prepared according to the general procedure described in Example 8 using 2-(aminomethyl)pyridine (0.015 mol), 2-chloro-N,N-diethylacetamide (0.045 mol), diisopropylethylamine (0.060 mol) and dimethoxyethane (25 mL). The product was isolated from the methylene chloride extraction of the basic aqueous layer. The residue was distilled (140° C., 0.10 mm) to afford 3.7 g of pure product. Reactants: FC1=C(C(=O)Cl)C=C(C(=C1F)F)F (2,3,4,5-tetrafluorobenzoyl chloride), C(CC(=O)OCC)(=O)OCC (diethyl malonate), ice water, S(O)(O)(=O)=O (sulphuric acid), C(=O)=O.CC(=O)C (dry ice acetone), [Mg] (magnesium). The solvent is C1(=CC=CC=C1)C (toluene), C(Cl)(Cl)(Cl)Cl (carbon tetrachloride), C1(=CC=CC=C1)C (toluene), C(C)O (ethanol), C(C)O (ethanol). Run at time 1 hour. Product: FC1=C(C(=O)C(C(=O)OCC)C(=O)OCC)C=C(C(=C1F)F)F (diethyl 2,3,4,5-tetrafluorobenzoylmalonate). The yield is 99.7%. Reaction SMILES: [Mg].[C:2]([O:10][CH2:11][CH3:12])(=[O:9])[CH2:3][C:4]([O:6][CH2:7][CH3:8])=[O:5].C(=O)=O.CC(C)=O.[F:20][C:21]1[C:29]([F:30])=[C:28]([F:31])[C:27]([F:32])=[CH:26][C:22]=1[C:23](Cl)=[O:24].S(=O)(=O)(O)O>C(O)C.C1(C)C=CC=CC=1.C(Cl)(Cl)(Cl)Cl>[F:20][C:21]1[C:29]([F:30])=[C:28]([F:31])[C:27]([F:32])=[CH:26][C:22]=1[C:23]([CH:3]([C:4]([O:6][CH2:7][CH3:8])=[O:5])[C:2]([O:10][CH2:11][CH3:12])=[O:9])=[O:24] |f:2.3|. Procedure details: 24.3 g of magnesium turnings are suspended in 50 ml of anhydrous ethanol. 5 ml of carbon tetrachloride are added and, when the reaction has started, a mixture of 160 g of diethyl malonate, 100 ml of absolute ethanol and 400 ml of anhydrous toluene is added dropwise at 50°-60° C. The mixture is then heated at 50°-60° C. for 1 hour, cooled to 5° C. to -10° C. with dry ice/acetone and, at this temperature, a solution of 212.5 g of 2,3,4,5-tetrafluorobenzoyl chloride in 80 ml of absolute toluene is ...